This data is from the Open Reaction Database (ORD), a public repository of structured organic reaction records. The task is: describe an organic reaction: reactants, conditions, products, and yield Reactants: CSc1ccc(-c2nc(-c3ccccc3)nn2-c2ccc(Cl)cc2)cc1, ClC(Cl)Cl, [Na+], [OH-], O=C(OO)c1cccc(Cl)c1. Yields the product CS(=O)(=O)c1ccc(-c2nc(-c3ccccc3)nn2-c2ccc(Cl)cc2)cc1. Reaction SMILES: [Cl:1][c:2]1[cH:3][cH:4][c:5](-[n:8]2[n:9][c:10](-[c:21]3[cH:22][cH:23][cH:24][cH:25][cH:26]3)[n:11][c:12]2-[c:13]2[cH:14][cH:15][c:16]([S:19][CH3:20])[cH:17][cH:18]2)[cH:6][cH:7]1.[Cl:40][CH:41]([Cl:42])[Cl:43].[Na+:39].[OH-:38].[OH:27][O:28][C:29]([c:30]1[cH:31][c:32]([Cl:33])[cH:34][cH:35][cH:36]1)=[O:37]>>[Cl:1][c:2]1[cH:3][cH:4][c:5](-[n:8]2[n:9][c:10](-[c:21]3[cH:22][cH:23][cH:24][cH:25][cH:26]3)[n:11][c:12]2-[c:13]2[cH:14][cH:15][c:16]([S:19]([CH3:20])(=[O:27])=[O:38])[cH:17][cH:18]2)[cH:6][cH:7]1. Starting materials: C(=O)C=1C=C(C=CC1)C1=NC(=NO1)C1=CC(=C(OCC(CNC(CO)=O)O)C(=C1)C)C (rac-N-(3-{4-[5-(3-formyl-phenyl)-[1,2,4]oxadiazol-3-yl]-2,6-dimethyl-phenoxy}-2-hydroxy-propyl)-2-hydroxy-acetamide), C(=O)C=1C=C(C(=O)O)C=CC1C (3-formyl-4-methyl-benzoic acid), C(C)C1=C(OC[C@H](CNC(CO)=O)O)C(=CC(=C1)C(NO)=N)C (N—((S)-3-[2-ethyl-4-(N-hydroxycarbamimidoyl)-6-methyl-phenoxy]-2-hydroxy-propyl)-2-hydroxy-acetamide). Yields the product C(C)C1=C(OC[C@H](CNC(CO)=O)O)C(=CC(=C1)C1=NOC(=N1)C1=CC(=C(C=C1)C)C=O)C (N—((S)-3-{2-ethyl-4-[5-(3-formyl-4-methyl-phenyl)-[1,2,4]oxadiazol-3-yl]-6-methyl-phenoxy}-2-hydroxy-propyl)-2-hydroxy-acetamide). Isolated yield 43.4%. Reaction SMILES: C(C1C=C(C2ON=C(C3C=C(C)C(OCC(O)CNC(=O)CO)=C(C)C=3)N=2)C=CC=1)=O.[CH:32]([C:34]1[CH:35]=[C:36]([CH:40]=[CH:41][C:42]=1[CH3:43])[C:37]([OH:39])=O)=[O:33].[CH2:44]([C:46]1[CH:61]=[C:60]([C:62](=[NH:65])[NH:63]O)[CH:59]=[C:58]([CH3:66])[C:47]=1[O:48][CH2:49][C@@H:50]([OH:57])[CH2:51][NH:52][C:53](=[O:56])[CH2:54][OH:55])[CH3:45]>>[CH2:44]([C:46]1[CH:61]=[C:60]([C:62]2[N:65]=[C:37]([C:36]3[CH:40]=[CH:41][C:42]([CH3:43])=[C:34]([CH:32]=[O:33])[CH:35]=3)[O:39][N:63]=2)[CH:59]=[C:58]([CH3:66])[C:47]=1[O:48][CH2:49][C@@H:50]([OH:57])[CH2:51][NH:52][C:53](=[O:56])[CH2:54][OH:55])[CH3:45]. Procedure: The title compound (405 mg) is prepared in analogy to rac-N-(3-{4-[5-(3-formyl-phenyl)-[1,2,4]oxadiazol-3-yl]-2,6-dimethyl-phenoxy}-2-hydroxy-propyl)-2-hydroxy-acetamide, starting from 3-formyl-4-methyl-benzoic acid (338 mg, 2.06 mmol) and N—((S)-3-[2-ethyl-4-(N-hydroxycarbamimidoyl)-6-methyl-phenoxy]-2-hydroxy-propyl)-2-hydroxy-acetamide (670 mg, 2.06 mmol). LC-MS**: tR=0.68 min; [M+1]+=454.17; 1H NMR (D6-DMSO): δ 1.23 (t, J=7.5 Hz, 3H), 2.35 (s, 3H), 2.70-2.78 (m, 5H), 3.21-3.29 (m, 1H), 3.39-...